Dataset: the Open Reaction Database (ORD), a public repository of structured organic reaction records. Task: describe an organic reaction: reactants, conditions, products, and yield Reactants: C1(=CC=CC=C1)C1=CC(=CC2=CC=CC=C12)C(=O)O (4-phenyl naphthalene 2-carboxylic acid), S(=O)(Cl)Cl (thionyl chloride), CNC(C)CC (N-methyl 2-butanamine). Solvent: N1=CC=CC=C1 (pyridine). The product is CN(C(=O)C1=CC2=CC=CC=C2C(=C1)C1=CC=CC=C1)C(CC)C (N-methyl N(1-methyl propyl) 4-phenyl naphthalene 2-carboxamide). Isolated yield 54.9%. As a reaction SMILES: [C:1]1([C:7]2[C:16]3[C:11](=[CH:12][CH:13]=[CH:14][CH:15]=3)[CH:10]=[C:9]([C:17](O)=[O:18])[CH:8]=2)[CH:6]=[CH:5][CH:4]=[CH:3][CH:2]=1.S(Cl)(Cl)=O.[CH3:24][NH:25][CH:26]([CH2:28][CH3:29])[CH3:27]>N1C=CC=CC=1>[CH3:24][N:25]([CH:26]([CH3:27])[CH2:28][CH3:29])[C:17]([C:9]1[CH:8]=[C:7]([C:1]2[CH:6]=[CH:5][CH:4]=[CH:3][CH:2]=2)[C:16]2[C:11](=[CH:12][CH:13]=[CH:14][CH:15]=2)[CH:10]=1)=[O:18]. Reported procedure: Operations are carried out as for Example 1, starting from 4.3 g of 4-phenyl naphthalene 2-carboxylic acid, 20 ml of thionyl chloride and then 1.5 g of N-methyl 2-butanamine in 20 ml of pyridine. 3 g of N-methyl N(1-methyl propyl) 4-phenyl naphthalene 2-carboxamide, melting at 108° C., are obtained. The reactants are FC1=CC=C(C(=O)/N=C/2\NC3=C(N2[C@@H]2CC[C@@H](CC2)C(NC(C)C)=O)C=C(C=C3)CN3CCN(CC3)S(=O)(=O)C)C=C1 ((E)-4-fluoro-N-(1-(cis-4-(isopropylcarbamoyl)cyclohexyl)-6-((4-(methylsulfonyl)piperazin-1-yl)methyl)-1H-benzo[d]imidazol-2(3H)-ylidene)benzamide), FC1=CC=C(C(=O)/N=C/2\NC3=C(N2[C@@H]2CC[C@@H](CC2)C(NC(C)C)=O)C=C(C=C3)CO)C=C1 ((E)-4-fluoro-N-(6-(hydroxymethyl)-1-(cis-4-(isopropylcarbamoyl)cyclohexyl)-1H-benzo[d]imidazol-2(3H)-ylidene)benzamide), CC1(CCNCC1)O (4-methylpiperidin-4-ol). Yields the product FC1=CC=C(C(=O)/N=C/2\NC3=C(N2[C@@H]2CC[C@@H](CC2)C(NC(C)C)=O)C=C(C=C3)CN3CCC(CC3)(C)O)C=C1 ((E)-4-Fluoro-N-(6-((4-hydroxy-4-methylpiperidin-1-yl)methyl)-1-(cis-4-(isopropylcarbamoyl)cyclohexyl)-1H-benzo[d]imidazol-2(3H)-ylidene)benzamide), powder. Yield: 30.0%. RXN SMILES: [F:1][C:2]1[CH:33]=[CH:32][C:5]([C:6](/[N:8]=[C:9]2\[NH:10][C:11]3[CH:29]=[CH:28][C:27]([CH2:30]O)=[CH:26][C:12]=3[N:13]\2[C@H:14]2[CH2:19][CH2:18][C@@H:17]([C:20](=[O:25])[NH:21][CH:22]([CH3:24])[CH3:23])[CH2:16][CH2:15]2)=[O:7])=[CH:4][CH:3]=1.[CH3:34][C:35]1([OH:41])[CH2:40][CH2:39][NH:38][CH2:37][CH2:36]1.FC1C=CC(C(/N=C2\NC3C=CC(CN4CCN(S(C)(=O)=O)CC4)=CC=3N\2[C@H]2CC[C@@H](C(=O)NC(C)C)CC2)=O)=CC=1>>[F:1][C:2]1[CH:33]=[CH:32][C:5]([C:6](/[N:8]=[C:9]2\[NH:10][C:11]3[CH:29]=[CH:28][C:27]([CH2:30][N:38]4[CH2:39][CH2:40][C:35]([OH:41])([CH3:34])[CH2:36][CH2:37]4)=[CH:26][C:12]=3[N:13]\2[C@H:14]2[CH2:15][CH2:16][C@@H:17]([C:20](=[O:25])[NH:21][CH:22]([CH3:23])[CH3:24])[CH2:18][CH2:19]2)=[O:7])=[CH:4][CH:3]=1. Procedure: The title compound was prepared from (E)-4-fluoro-N-(6-(hydroxymethyl)-1-(cis-4-(isopropylcarbamoyl)cyclohexyl)-1H-benzo[d]imidazol-2(3H)-ylidene)benzamide and 4-methylpiperidin-4-ol using a method analogous to that used in the preparation of (E)-4-fluoro-N-(1-(cis-4-(isopropylcarbamoyl)cyclohexyl)-6-((4-(methylsulfonyl)piperazin-1-yl)methyl)-1H-benzo[d]imidazol-2(3H)-ylidene)benzamide. The title compound was isolated as a white powder (37 mg, 30% yield). MS, m/z (C31H40FN5O3): calcd, 549.3. fou... Reactants: CC(=O)OCC=CCn1c(C(=O)c2cc(C)cc(C)c2)c(C(C)C)c(=O)[nH]c1=O, C[O-], CC(=O)O, CO, [Na+]. Product: Cc1cc(C)cc(C(=O)c2c(C(C)C)c(=O)[nH]c(=O)n2CC=CCO)c1. As a reaction SMILES: [C:1](=[O:2])([CH3:3])[O:4][CH2:5][CH:6]=[CH:7][CH2:8][n:9]1[c:10](=[O:29])[nH:11][c:12](=[O:28])[c:13]([CH:25]([CH3:26])[CH3:27])[c:14]1[C:15]([c:16]1[cH:17][c:18]([CH3:23])[cH:19][c:20]([CH3:22])[cH:21]1)=[O:24].[CH3:30][O-:31].[CH3:33][C:34](=[O:35])[OH:36].[CH3:37][OH:38].[Na+:32]>>[OH:4][CH2:5][CH:6]=[CH:7][CH2:8][n:9]1[c:10](=[O:29])[nH:11][c:12](=[O:28])[c:13]([CH:25]([CH3:26])[CH3:27])[c:14]1[C:15]([c:16]1[cH:17][c:18]([CH3:23])[cH:19][c:20]([CH3:22])[cH:21]1)=[O:24]. Reactants: CC1=CC=C(C=C1)CC(=O)Cl (4-methylphenylacetyl chloride), S(=O)(=O)=O (sulphur trioxide). The solvent is ClCCl (dichloromethane), ClCCl (dichloromethane). Product: CC1=CC=C(C=C1)C(C(=O)Cl)S(=O)(=O)O (2-(4-Methylphenyl)-2-sulphoacetyl chloride). Reaction SMILES: [CH3:1][C:2]1[CH:7]=[CH:6][C:5]([CH2:8][C:9]([Cl:11])=[O:10])=[CH:4][CH:3]=1.[S:12](=[O:15])(=[O:14])=[O:13]>ClCCl>[CH3:1][C:2]1[CH:3]=[CH:4][C:5]([CH:8]([S:12]([OH:15])(=[O:14])=[O:13])[C:9]([Cl:11])=[O:10])=[CH:6][CH:7]=1. Procedure: A solution of 4-methylphenylacetyl chloride (1.69 g, 10 mmole) in dichloromethane (20 ml) was treated with a suspension of sulphur trioxide--dioxane complex (15 mmole) in dichloromethane. The mixture was stirred at room temperature for eighteen hours and evaporated. Starting materials: CCOc1c(Nc2cccnc2)c(=O)c1=O, NCc1ccc(Oc2ccc(Cl)cc2)cc1. The product is O=c1c(NCc2ccc(Oc3ccc(Cl)cc3)cc2)c(Nc2cccnc2)c1=O. RXN SMILES: [CH2:1]([O:2][c:4]1[c:5](=[O:16])[c:6](=[O:15])[c:7]1[NH:8][c:9]1[cH:10][n:11][cH:12][cH:13][cH:14]1)[CH3:3].[Cl:17][c:18]1[cH:19][cH:20][c:21]([O:22][c:23]2[cH:24][cH:25][c:26]([CH2:27][NH2:28])[cH:29][cH:30]2)[cH:31][cH:32]1>>[c:4]1([NH:28][CH2:27][c:26]2[cH:25][cH:24][c:23]([O:22][c:21]3[cH:20][cH:19][c:18]([Cl:17])[cH:32][cH:31]3)[cH:30][cH:29]2)[c:5](=[O:16])[c:6](=[O:15])[c:7]1[NH:8][c:9]1[cH:10][n:11][cH:12][cH:13][cH:14]1. As a reaction SMILES: [CH3:13][OH:14].[ClH:12].[OH:1][c:2]1[cH:3][c:4]([C:8]([CH3:9])=[N:10][OH:11])[cH:5][cH:6][cH:7]1>>[OH:1][c:2]1[cH:3][c:4]([CH:8]([CH3:9])[NH2:10])[cH:5][cH:6][cH:7]1. Yields the product CC(N)c1cccc(O)c1. Reactants: CO, Cl, CC(=NO)c1cccc(O)c1. The reactants are COC1=CC=C(C=C1)N1C(O[C@@](C1)(C)COC1=CC=C(C#N)C=C1)=O (4-[(R)-(-)-3-(4-methoxyphenyl)-5-methyl-2-oxooxazolidin-5-yl]methoxybenzonitrile), compound 44, COC1=CC=C(C=C1)N1C(O[C@@H]([C@@H]1C)COC1=CC=C(C#N)C=C1)=O (4-[(4S, 5S)-(-)-3-(4-methoxyphenyl)-4-methyl-2-oxooxazolidin-5-yl]methoxybenzonitrile). Yields the product COC1=CC=C(C=C1)N1C(O[C@@](C1)(C)COC1=CC=C(C=O)C=C1)=O (4-[(R)-(-)-3-(4-methoxyphenyl)-5-methyl-2-oxooxazolidin-5-yl]methoxybenzaldehyde). The yield is 85.0%. RXN SMILES: [CH3:1][O:2][C:3]1[CH:8]=[CH:7][C:6]([N:9]2[CH2:13][C@@:12]([CH2:15][O:16][C:17]3[CH:24]=[CH:23][C:20]([C:21]#N)=[CH:19][CH:18]=3)([CH3:14])[O:11][C:10]2=[O:25])=[CH:5][CH:4]=1.C[O:27]C1C=CC(N2[C@@H](C)[C@@H](COC3C=CC(C#N)=CC=3)OC2=O)=CC=1>>[CH3:1][O:2][C:3]1[CH:8]=[CH:7][C:6]([N:9]2[CH2:13][C@@:12]([CH2:15][O:16][C:17]3[CH:24]=[CH:23][C:20]([CH:21]=[O:27])=[CH:19][CH:18]=3)([CH3:14])[O:11][C:10]2=[O:25])=[CH:5][CH:4]=1. Reported procedure: The same procedure of Example 16 was repeated except that 4-[(R)-(-)-3-(4-methoxyphenyl)-5-methyl-2-oxooxazolidin-5-yl]methoxybenzonitrile obtained in Reference Example 15 was used in lieu of 4-[(4S, 5S)-(-)-3-(4-methoxyphenyl)-4-methyl-2-oxooxazolidin-5-yl]methoxybenzonitrile to give the title compound (compound 44) as an oil (yield 85%). Reactants: C(C1=CC=CC=C1)(=O)C1=C(C2=C(S1)C=CC=C2C)O (2-benzoyl-4-methyl-benzo[b]thiophen-3-ol), C(C)(=O)[O-].[NH4+] (ammonium acetate), C(C)(C)OC(C)C.C(C)(=O)OCC (diisopropyl ether ethyl acetate). Product: N\C(=C\1/C(C2=C(S1)C=CC=C2C)=O)\C2=CC=CC=C2 ((E)-2-[(Amino)phenylmethylene]-4-methyl-benzo[b]thiophen-3(2H)-one). Isolated yield 50.0%. RXN SMILES: [C:1]([C:9]1[S:13][C:12]2[CH:14]=[CH:15][CH:16]=[C:17]([CH3:18])[C:11]=2[C:10]=1[OH:19])(=O)[C:2]1[CH:7]=[CH:6][CH:5]=[CH:4][CH:3]=1.C([O-])(=O)C.[NH4+:24].C(OC(C)C)(C)C.C(OCC)(=O)C>>[NH2:24]/[C:1](/[C:2]1[CH:7]=[CH:6][CH:5]=[CH:4][CH:3]=1)=[C:9]1\[C:10](=[O:19])[C:11]2[C:17]([CH3:18])=[CH:16][CH:15]=[CH:14][C:12]=2[S:13]\1 |f:1.2,3.4|. Procedure details: Prepared as in Example 31 from 2-benzoyl-4-methyl-benzo[b]thiophen-3-ol and ammonium acetate with a yield of 50% of theory. M.p. 198°-200° C. (diisopropyl ether/ethyl acetate 2:1).